From a dataset of the Open Reaction Database (ORD), a public repository of structured organic reaction records. describe an organic reaction: reactants, conditions, products, and yield Reactants: FC=1C=C(C=C(C1F)F)C1=C(C=CC=C1)N (3′,4′,5′-trifluoro[1,1′-biphenyl]-2-yl-amine), FC(C1=NN(C=C1C(=O)Cl)C)F (3-(difluoromethyl)-1-methyl-1H-pyrazole-4-carbonyl chloride). Run in N1=CC=CC=C1 (pyridine). Run at temperature 45 celsius, time 12 hour. Product: FC(C1=NN(C=C1C(=O)NC1=C(C=CC=C1)C1=CC(=C(C(=C1)F)F)F)C)F (3-(difluoromethyl)-1-methyl-N-(3′,4′,5′-trifluoro[1,1′-biphenyl]-2-yl)-1H-pyrazole-4-carboxamide). Yield: 83.0%. RXN SMILES: [F:1][C:2]1[CH:3]=[C:4]([C:10]2[CH:15]=[CH:14][CH:13]=[CH:12][C:11]=2[NH2:16])[CH:5]=[C:6]([F:9])[C:7]=1[F:8].[F:17][CH:18]([F:28])[C:19]1[C:23]([C:24](Cl)=[O:25])=[CH:22][N:21]([CH3:27])[N:20]=1>N1C=CC=CC=1>[F:28][CH:18]([F:17])[C:19]1[C:23]([C:24]([NH:16][C:11]2[CH:12]=[CH:13][CH:14]=[CH:15][C:10]=2[C:4]2[CH:3]=[C:2]([F:1])[C:7]([F:8])=[C:6]([F:9])[CH:5]=2)=[O:25])=[CH:22][N:21]([CH3:27])[N:20]=1. Reported procedure: 9.55 kg 3′,4′,5′-trifluoro[1,1′-biphenyl]-2-yl-amine (I) were dissolved in 51.4 kg and 6 kg pyridine were added. The mixture was stirred at 45° C. and 8.3 kg 3-(difluoromethyl)-1-methyl-1H-pyrazole-4-carbonyl chloride (II) were dosed during one hour. Due to the exothermic nature of the reaction, the temperature raised to 55° C. Post-reaction by stirring for 1 hour at 55° C. followed. Three extractions at 85° C. with 16 liter hydrochloric acid (5%), 14 liter sodium hydrogen carbonate (8%), and 14... The reactants are BrN1C(CCC1=O)=O (N-bromosuccinimide), CC1=NOC(=C1)NS(=O)(=O)C1=CC=C(C=C1)C1=CC=C(C=C1)C (N-(3-methyl-5-isoxazolyl)-4-(4-methylphenyl)benzenesulfonamide). The solvent is C(Cl)(Cl)Cl (chloroform), ClCCl (dichloromethane). Run at time 10 minute. Yields the product BrC=1C(=NOC1NS(=O)(=O)C1=CC=C(C=C1)C1=CC=C(C=C1)C)C (N-(4-bromo-3-methyl-5-isoxazolyl)-4-(4-methylphenyl)benzenesulfonamide). The yield is 85.9%. Reaction SMILES: [Br:1]N1C(=O)CCC1=O.[CH3:9][C:10]1[CH:14]=[C:13]([NH:15][S:16]([C:19]2[CH:24]=[CH:23][C:22]([C:25]3[CH:30]=[CH:29][C:28]([CH3:31])=[CH:27][CH:26]=3)=[CH:21][CH:20]=2)(=[O:18])=[O:17])[O:12][N:11]=1>C(Cl)(Cl)Cl.ClCCl>[Br:1][C:14]1[C:10]([CH3:9])=[N:11][O:12][C:13]=1[NH:15][S:16]([C:19]1[CH:20]=[CH:21][C:22]([C:25]2[CH:30]=[CH:29][C:28]([CH3:31])=[CH:27][CH:26]=2)=[CH:23][CH:24]=1)(=[O:18])=[O:17]. Procedure details: N-bromosuccinimide (NBS) (0.178 g, 1 mmol), in one lot, was added to a stirred suspension of N-(3-methyl-5-isoxazolyl)-4-(4-methylphenyl)benzenesulfonamide (0.327g, 1 mmol, Example 14b) in chloroform (12 ml). The reaction mixture was stirred for 10 min then diluted with dichloromethane (50 ml). This was washed with water (2×50 ml). The organic layer was dried over MgSO4 and concentrated. The crude product was recrystallized using hexane/ethyl acetate giving N-(4-bromo-3-methyl-5-isoxazolyl)-4-(4... Reactants: FC(OC=1C=C(C=CC1)C1=CC=C(O1)C=O)(F)F (5-[3-(trifluoromethoxy)phenyl]-2-furaldehyde), CC(C(=O)NC1=CC(=CC=C1)C1CCNCC1)C (2-methyl-N-[3-(4-piperidinyl)phenyl]propanamide). Yields the product CC(C(=O)NC1=CC(=CC=C1)C1CCN(CC1)CC=1OC(=CC1)C1=CC(=CC=C1)OC(F)(F)F)C (2-METHYL-N-{3-[1-({5-[3-(TRIFLUOROMETHOXY)PHENYL]-2-FURYL}METHYL)-4-PIPERIDINYL]PHENYL}PROPANAMIDE). As a reaction SMILES: [F:1][C:2]([F:18])([F:17])[O:3][C:4]1[CH:5]=[C:6]([C:10]2[O:14][C:13]([CH:15]=O)=[CH:12][CH:11]=2)[CH:7]=[CH:8][CH:9]=1.[CH3:19][CH:20]([CH3:36])[C:21]([NH:23][C:24]1[CH:29]=[CH:28][CH:27]=[C:26]([CH:30]2[CH2:35][CH2:34][NH:33][CH2:32][CH2:31]2)[CH:25]=1)=[O:22]>>[CH3:19][CH:20]([CH3:36])[C:21]([NH:23][C:24]1[CH:29]=[CH:28][CH:27]=[C:26]([CH:30]2[CH2:35][CH2:34][N:33]([CH2:15][C:13]3[O:14][C:10]([C:6]4[CH:7]=[CH:8][CH:9]=[C:4]([O:3][C:2]([F:1])([F:17])[F:18])[CH:5]=4)=[CH:11][CH:12]=3)[CH2:32][CH2:31]2)[CH:25]=1)=[O:22]. Procedure: Prepared by Procedure F and Scheme R using 5-[3-(trifluoromethoxy)phenyl]-2-furaldehyde and 2-methyl-N-[3-(4-piperidinyl)phenyl]propanamide: ESMS m/e: 487.2 (M+H)+.